From a dataset of the Open Reaction Database (ORD), a public repository of structured organic reaction records. describe an organic reaction: reactants, conditions, products, and yield The reactants are ClCCl, CC(C)(C)OC(=O)NC1(C(=O)NC(Cc2ccc(-c3ccc(F)c(F)c3)cc2)C(N)=O)CCOCC1. Product: CC(C)(C)OC(=O)NC1(C(=O)NC(C#N)Cc2ccc(-c3ccc(F)c(F)c3)cc2)CCOCC1. Reaction SMILES: [Cl:37][CH2:38][Cl:39].[NH2:1][C:2]([CH:3]([CH2:4][c:5]1[cH:6][cH:7][c:8](-[c:11]2[cH:12][c:13]([F:18])[c:14]([F:17])[cH:15][cH:16]2)[cH:9][cH:10]1)[NH:19][C:20](=[O:21])[C:22]1([NH:28][C:29]([O:30][C:31]([CH3:32])([CH3:33])[CH3:34])=[O:35])[CH2:23][CH2:24][O:25][CH2:26][CH2:27]1)=[O:36]>>[N:1]#[C:2][CH:3]([CH2:4][c:5]1[cH:6][cH:7][c:8](-[c:11]2[cH:12][c:13]([F:18])[c:14]([F:17])[cH:15][cH:16]2)[cH:9][cH:10]1)[NH:19][C:20](=[O:21])[C:22]1([NH:28][C:29]([O:30][C:31]([CH3:32])([CH3:33])[CH3:34])=[O:35])[CH2:23][CH2:24][O:25][CH2:26][CH2:27]1. Reactants: BrC1=CC=C(C=C1)NC1=CC(=C(C(=C1)C)C(CBr)=O)C (1-(4-(4-bromophenylamino)-2,6-dimethylphenyl)-2-bromoethanone), NC(=S)N (thiourea). Run in C(C)#N (acetonitrile). Yields the product BrC1=CC=C(C=C1)NC1=CC(=C(C(=C1)C)C=1N=C(SC1)N)C (4-(4-(4-Bromophenylamino)-2,6-dimethylphenyl)thiazol-2-amine). The yield is 73.5%. As a reaction SMILES: [Br:1][C:2]1[CH:7]=[CH:6][C:5]([NH:8][C:9]2[CH:14]=[C:13]([CH3:15])[C:12]([C:16](=O)[CH2:17]Br)=[C:11]([CH3:20])[CH:10]=2)=[CH:4][CH:3]=1.[NH2:21][C:22]([NH2:24])=[S:23]>C(#N)C>[Br:1][C:2]1[CH:7]=[CH:6][C:5]([NH:8][C:9]2[CH:14]=[C:13]([CH3:15])[C:12]([C:16]3[N:21]=[C:22]([NH2:24])[S:23][CH:17]=3)=[C:11]([CH3:20])[CH:10]=2)=[CH:4][CH:3]=1. Procedure details: A solution of 1-(4-(4-bromophenylamino)-2,6-dimethylphenyl)-2-bromoethanone (1.6 g, 4.0 mmol) and thiourea (0.79 g, 7.2 mmol) in acetonitrile (30 mL) was heated at reflux for 90 min. The solution was concentrated and added with water (50 mL) and saturated aqueous Na2CO3 (1.0 mL), and extracted with ethyl acetate. The organic layer was washed with brine, dried over anhydrous MgSO4(s), and concentrated under reduced pressure to give product (1.1 g), which was used directly for the next step withou... Starting materials: [BH4-], CCO, CS(=O)(=O)Nc1ccc(C(=O)CN2CCCCCC2)cc1, [Na+]. Yields the product CS(=O)(=O)Nc1ccc(C(O)CN2CCCCCC2)cc1. RXN SMILES: [BH4-:22].[CH3:24][CH2:25][OH:26].[N:1]1([CH2:8][C:9](=[O:10])[c:11]2[cH:12][cH:13][c:14]([NH:17][S:18](=[O:19])(=[O:20])[CH3:21])[cH:15][cH:16]2)[CH2:2][CH2:3][CH2:4][CH2:5][CH2:6][CH2:7]1.[Na+:23]>>[N:1]1([CH2:8][CH:9]([OH:10])[c:11]2[cH:12][cH:13][c:14]([NH:17][S:18](=[O:19])(=[O:20])[CH3:21])[cH:15][cH:16]2)[CH2:2][CH2:3][CH2:4][CH2:5][CH2:6][CH2:7]1. Starting materials: N(=[N+]=[N-])[C@@H]1C[C@@H](CC[C@@H]1NC(=O)OC(C)(C)C)C(=O)OCC1=CC=CC=C1 (Benzyl (1R,3R,4S)-3-azido-4-(N-tert-butoxycarbonylamino)cyclohexane-1-carboxylate), [OH-].[Li+] (lithium hydroxide). Solvent: O1CCCC1 (tetrahydrofuran), O (water). Reaction conditions: time 10 minute. Product: N(=[N+]=[N-])[C@@H]1C[C@@H](CC[C@@H]1NC(=O)OC(C)(C)C)C(=O)O ((1R,3R,4S)-3-azido-4-(N-tert-butoxycarbonylamino)cyclohexane-1-carboxylic acid). Yield: 125.7%. As a reaction SMILES: [N:1]([C@H:4]1[C@@H:9]([NH:10][C:11]([O:13][C:14]([CH3:17])([CH3:16])[CH3:15])=[O:12])[CH2:8][CH2:7][C@@H:6]([C:18]([O:20]CC2C=CC=CC=2)=[O:19])[CH2:5]1)=[N+:2]=[N-:3].[OH-].[Li+]>O1CCCC1.O>[N:1]([C@H:4]1[C@@H:9]([NH:10][C:11]([O:13][C:14]([CH3:17])([CH3:15])[CH3:16])=[O:12])[CH2:8][CH2:7][C@@H:6]([C:18]([OH:20])=[O:19])[CH2:5]1)=[N+:2]=[N-:3] |f:1.2|. Procedure: Benzyl (1R,3R,4S)-3-azido-4-(N-tert-butoxycarbonylamino)cyclohexane-1-carboxylate (3.5 g) was dissolved in tetrahydrofuran (130 ml) and water (16 ml), and lithium hydroxide (291 mg) was added under ice cooling. After 10 minutes, the mixture was heated to room temperature to continue stirring. After 20 hours, the reaction was stopped, the solvent was distilled off under reduced pressure, and the resultant residue was subjected to column chromatography on silica gel (methanol:dichloromethane=1:20)... Reactants: O=C([O-])O, CCN(C(C)C)C(C)C, CCCCO, Clc1ccc2nncn2n1, [Na+], O, NCCCN1CCC(OC(c2ccccc2)c2ccccc2)CC1. Yields the product c1ccc(C(OC2CCN(CCCNc3ccc4nncn4n3)CC2)c2ccccc2)cc1. RXN SMILES: [C:44](=[O:45])([O-:46])[OH:47].[CH2:35]([N:36]([CH:37]([CH3:38])[CH3:39])[CH:40]([CH3:41])[CH3:42])[CH3:43].[CH2:49]([OH:50])[CH2:51][CH2:52][CH3:53].[Cl:1][c:2]1[cH:3][cH:4][c:5]2[n:6]([n:7]1)[cH:8][n:9][n:10]2.[Na+:48].[OH2:54].[c:11]1([CH:17]([O:18][CH:19]2[CH2:20][CH2:21][N:22]([CH2:25][CH2:26][CH2:27][NH2:28])[CH2:23][CH2:24]2)[c:29]2[cH:30][cH:31][cH:32][cH:33][cH:34]2)[cH:12][cH:13][cH:14][cH:15][cH:16]1>>[c:2]1([NH:28][CH2:27][CH2:26][CH2:25][N:22]2[CH2:21][CH2:20][CH:19]([O:18][CH:17]([c:11]3[cH:12][cH:13][cH:14][cH:15][cH:16]3)[c:29]3[cH:30][cH:31][cH:32][cH:33][cH:34]3)[CH2:24][CH2:23]2)[cH:3][cH:4][c:5]2[n:6]([n:7]1)[cH:8][n:9][n:10]2. The reactants are CCOC(CC)(OCC)OCC, CCCCCC, NS(=O)(=O)c1nc(-c2ccccc2)ns1. Yields the product CCOC(CC)=NS(=O)(=O)c1nc(-c2ccccc2)ns1. Reaction SMILES: [C:16]([CH2:17][CH3:18])([O:19][CH2:20][CH3:21])([O:22][CH2:23][CH3:24])[O:25][CH2:26][CH3:27].[CH3:28][CH2:29][CH2:30][CH2:31][CH2:32][CH3:33].[c:1]1(-[c:7]2[n:8][s:9][c:10]([S:12](=[O:13])(=[O:14])[NH2:15])[n:11]2)[cH:2][cH:3][cH:4][cH:5][cH:6]1>>[c:1]1(-[c:7]2[n:8][s:9][c:10]([S:12](=[O:13])(=[O:14])[N:15]=[C:16]([CH2:17][CH3:18])[O:19][CH2:20][CH3:21])[n:11]2)[cH:2][cH:3][cH:4][cH:5][cH:6]1. The reactants are BrC1=CC(=C(C=C1)CC(=O)C=1C=NC(=CC1)OC)Cl (2-(4-bromo-2-chloro-phenyl)-1-(6-methoxy-pyridin-3-yl)-ethanone), IC (iodomethane). The product is BrC1=CC(=C(C=C1)C(C(=O)C=1C=NC(=CC1)OC)C)Cl (2-(4-bromo-2-chloro-phenyl)-1-(6-methoxy-pyridin-3-yl)-propan-1-one). RXN SMILES: [Br:1][C:2]1[CH:7]=[CH:6][C:5]([CH2:8][C:9]([C:11]2[CH:12]=[N:13][C:14]([O:17][CH3:18])=[CH:15][CH:16]=2)=[O:10])=[C:4]([Cl:19])[CH:3]=1.I[CH3:21]>>[Br:1][C:2]1[CH:7]=[CH:6][C:5]([CH:8]([CH3:21])[C:9]([C:11]2[CH:12]=[N:13][C:14]([O:17][CH3:18])=[CH:15][CH:16]=2)=[O:10])=[C:4]([Cl:19])[CH:3]=1. Procedure details: In analogy to Example 165, steps 2 and 3, 2-(4-bromo-2-chloro-phenyl)-1-(6-methoxy-pyridin-3-yl)-ethanone was alkylated with iodomethane to give 2-(4-bromo-2-chloro-phenyl)-1-(6-methoxy-pyridin-3-yl)-propan-1-one which was further converted to the title compound. Colorless Oil. MS (m/e)=424.0 [M+H+]. Reactants: CCOC(=O)CP(=O)(OCC)OCC, [H-], [Na+], C1CCOC1, O, O=Cc1cccc2nscc12. The product is CCOC(=O)C=Cc1cccc2nscc12. As a reaction SMILES: [CH2:3]([O:4][P:5]([O:6][CH2:7][CH3:8])(=[O:9])[CH2:11][C:12](=[O:13])[O:14][CH2:15][CH3:16])[CH3:10].[H-:1].[Na+:2].[O:29]1[CH2:30][CH2:31][CH2:32][CH2:33]1.[OH2:28].[n:17]1[s:18][cH:19][c:20]2[c:21]1[cH:22][cH:23][cH:24][c:25]2[CH:26]=[O:27]>>[CH:11]([C:12](=[O:13])[O:14][CH2:15][CH3:16])=[CH:26][c:25]1[c:20]2[cH:19][s:18][n:17][c:21]2[cH:22][cH:23][cH:24]1.